From a dataset of the Open Reaction Database (ORD), a public repository of structured organic reaction records. describe an organic reaction: reactants, conditions, products, and yield The reactants are COC1=C2CCC(C2=CC=C1)(O)C1=CC=CC=C1 (4-methoxy-1-phenyl-indan-1-ol), C1(=CC=C(C=C1)S(=O)(=O)O)C (p-toluenesulfonic acid). Solvent: C1(=CC=CC=C1)C (toluene). Yields the product C1(=CC=CC=C1)C1C=CC2=C(C=CC=C12)OC (1-phenyl-4-methoxy-indene). Yield: 66.7%. Reaction SMILES: [CH3:1][O:2][C:3]1[CH:11]=[CH:10][CH:9]=[C:8]2[C:4]=1[CH2:5][CH2:6][C:7]2([C:13]1[CH:18]=[CH:17][CH:16]=[CH:15][CH:14]=1)O.C1(C)C=CC(S(O)(=O)=O)=CC=1>C1(C)C=CC=CC=1>[C:13]1([CH:7]2[C:8]3[C:4](=[C:3]([O:2][CH3:1])[CH:11]=[CH:10][CH:9]=3)[CH:5]=[CH:6]2)[CH:14]=[CH:15][CH:16]=[CH:17][CH:18]=1. Reported procedure: To 1 L of toluene was added 14 g (0.058 mol) of 4-methoxy-1-phenyl-indan-1-ol and 100 mg of p-toluenesulfonic acid and the mixture was placed on a Rotovap® and the solvent was distilled in vacuo (40 mm) until an oil residue was obtained. The oil was chromatographed (silica, 1:1 hexane/methylene chloride followed by ether) to afford 8.6 g (60.2%) of 1-phenyl-4-methoxy-indene as a pale red oil. The reactants are Nc1ccc(C(=O)O)c(NC(=O)c2ccc(C(=O)O)cc2)c1, CCC(=O)Cl, CC(C)O. The product is CCC(=O)Nc1ccc(C(=O)O)c(NC(=O)c2ccc(C(=O)O)cc2)c1. Reaction SMILES: [C:1](=[O:2])([OH:3])[c:4]1[cH:5][cH:6][c:7]([C:8](=[O:9])[NH:10][c:11]2[c:12]([C:13](=[O:14])[OH:15])[cH:16][cH:17][c:18]([NH2:20])[cH:19]2)[cH:21][cH:22]1.[C:23]([CH2:24][CH3:25])(=[O:26])[Cl:27].[CH:28]([OH:29])([CH3:30])[CH3:31]>>[C:1](=[O:2])([OH:3])[c:4]1[cH:5][cH:6][c:7]([C:8](=[O:9])[NH:10][c:11]2[c:12]([C:13](=[O:14])[OH:15])[cH:16][cH:17][c:18]([NH:20][C:23]([CH2:24][CH3:25])=[O:26])[cH:19]2)[cH:21][cH:22]1. Reactants: C(C)(C)N1C(N(C2=C1C=CC=C2)C(=O)NCC2CCN(CC2)CC2(CCCC2)C(=O)O)=O (1-{[4-({[(3-isopropyl-2-oxo-2,3-dihydro-1H-benzimidazol-1-yl)carbonyl]amino}methyl)piperidin-1-yl]methyl}cyclopentanecarboxylic acid), N1CCC(CC1)CNC(OC(C)(C)C)=O (tert-butyl (piperidin-4-ylmethyl)carbamate), CCN(C(C)C)C(C)C (iPr2NEt). Run in CN1C(CCC1)=O (N-methylpyrrolidone), C(=O)(O)[O-].[Na+] (NaHCO3). Run at temperature 120 celsius, time 24 hour. Yields the product C(C)(C)(C)OC(=O)NCC1CCN(CC1)CC1(CCCC1)C(=O)OC (Methyl 1-[(4-{[(tert-butoxycarbonyl)amino]methyl}piperidine-1-yl)methyl]cyclopentanecarboxylate). Yield: 67.2%. As a reaction SMILES: C(N1C2C=CC=CC=2N([C:13]([NH:15][CH2:16][CH:17]2[CH2:22][CH2:21][N:20]([CH2:23][C:24]3([C:29]([OH:31])=[O:30])[CH2:28][CH2:27][CH2:26][CH2:25]3)[CH2:19][CH2:18]2)=[O:14])C1=O)(C)C.N1CCC(CNC(=O)[O:42][C:43]([CH3:46])([CH3:45])[CH3:44])CC1.[CH3:48]CN(C(C)C)C(C)C>CN1CCCC1=O.C([O-])(O)=O.[Na+]>[C:43]([O:42][C:13]([NH:15][CH2:16][CH:17]1[CH2:18][CH2:19][N:20]([CH2:23][C:24]2([C:29]([O:31][CH3:48])=[O:30])[CH2:25][CH2:26][CH2:27][CH2:28]2)[CH2:21][CH2:22]1)=[O:14])([CH3:46])([CH3:45])[CH3:44] |f:4.5|. Procedure details: A mixture of Methyl 1-(iodomethyl)cyclopentanecarboxylate (5.52 g, 0.0206 mol, Step 1), tert-butyl (piperidin-4-ylmethyl)carbamate (8.83 g, 0.0412 mol) and iPr2NEt (10.76 mL, 0.0618 mol) in N-methylpyrrolidone (70 mL) was stirred at 120° C. for 24 h. After cooling, the reaction mixture was diluted with sat. NaHCO3 aq. (200 mL), extracted with AcOEt (200 mL) for three times, and the combined organic layer was washed with water (200 mL) and brine (200 mL). The organic layer was dried over Na2SO4, ... Starting materials: N1=CC=CC=C1 (pyridine), ClCC(=O)O (chloroacetic acid). The solvent is C(C)(=O)OCC (ethyl acetate). The product is [Cl-].C(=O)(O)C[N+]1=CC=CC=C1 (1-carboxymethyl pyridinium chloride). Isolated yield 66.0%. As a reaction SMILES: [N:1]1[CH:6]=[CH:5][CH:4]=[CH:3][CH:2]=1.[Cl:7][CH2:8][C:9]([OH:11])=[O:10]>C(OCC)(=O)C>[Cl-:7].[C:9]([CH2:8][N+:1]1[CH:6]=[CH:5][CH:4]=[CH:3][CH:2]=1)([OH:11])=[O:10] |f:3.4|. Procedure: To a solution of pyridine (4.0 g) in ethyl acetate (10 mL) was added chloroacetic acid (4.7 g) at room temperature, and the mixture was heated under reflux overnight. After the reaction mixture was cooled to room temperature, the precipitated solid was collected by filtration, and dried under reduced pressure to give 1-carboxymethyl pyridinium chloride (5.7 g). To a solution of the obtained compound (5.7 g) in toluene (300 mL) were added acrylonitrile (8.7 g), manganese dioxide (16.4 g) and trie... The reactants are C[O-].[Na+] (sodium methoxide), ClC=1C=C(C=C(C1)Cl)CC(=O)OC (Methyl 3,5-dichlorobenzeneacetate), product, CO (methanol), C(OC)(OC)=O (Dimethyl carbonate), C(C)(=O)O (acetic acid). Run in C1(=CC=CC=C1)C (toluene), O (Water), C1(=CC=CC=C1)C (toluene). Conditions: temperature 60 celsius, time 60 minute. Yields the product ClC=1C=C(C=C(C1)Cl)C(C(=O)OC)C(=O)OC (1,3-dimethyl 2-(3,5-dichlorophenyl)propanedioate). The yield is 85.0%. As a reaction SMILES: C[O-].[Na+].CO.[C:6](=[O:11])([O:9][CH3:10])OC.[Cl:12][C:13]1[CH:14]=[C:15]([CH2:20][C:21]([O:23][CH3:24])=[O:22])[CH:16]=[C:17]([Cl:19])[CH:18]=1.C(O)(=O)C>C1(C)C=CC=CC=1.O>[Cl:12][C:13]1[CH:14]=[C:15]([CH:20]([C:6]([O:9][CH3:10])=[O:11])[C:21]([O:23][CH3:24])=[O:22])[CH:16]=[C:17]([Cl:19])[CH:18]=1 |f:0.1|. Procedure details: A mixture sodium methoxide in methanol (28.46 g, 25%, 0.132 mol) and toluene (150 mL) was boiled with provision of a five plate Oldershaw column to remove the methanol/toluene azeotrope. The mixture was cooled to 60° C. and toluene (a volume equal to the total volume of the distillate) was added to the mixture. Dimethyl carbonate (35.95 g, 0.399 mol) was added to the reaction mixture. Methyl 3,5-dichlorobenzeneacetate (i.e. the product from Step A1b) (22.2 g, 0.101 mol) in toluene (17 mL) was ad...